describe an organic reaction: reactants, conditions, products, and yield From a dataset of the Open Reaction Database (ORD), a public repository of structured organic reaction records. The reactants are Cl (Hydrogen chloride), CO (methanol), C(C)(=O)NC=1C=CC(=C(C(=O)CCC(=O)O)C1)O (3-(5-acetamido-2-hydroxybenzoyl)propionic acid), ice water. Yields the product C(C)(=O)NC=1C=CC(=C(C(=O)CCC(=O)OC)C1)O (methyl 3-(5-acetamido-2-hydroxybenzoyl)propionate). The yield is 59.0%. RXN SMILES: Cl.[C:2]([NH:5][C:6]1[CH:7]=[CH:8][C:9]([OH:19])=[C:10]([CH:18]=1)[C:11]([CH2:13][CH2:14][C:15]([OH:17])=[O:16])=[O:12])(=[O:4])[CH3:3].[CH3:20]O>>[C:2]([NH:5][C:6]1[CH:7]=[CH:8][C:9]([OH:19])=[C:10]([CH:18]=1)[C:11]([CH2:13][CH2:14][C:15]([O:17][CH3:20])=[O:16])=[O:12])(=[O:4])[CH3:3]. Reported procedure: Hydrogen chloride gas was passed through a gently boiling solution of 3-(5-acetamido-2-hydroxybenzoyl)propionic acid (1.2 g, 0.0048 mole) in dry methanol (20 ml) until esterification was complete. The reaction mixture was poured into ice-water and extracted with chloroform. The extract was washed with sodium bicarbonate solution and water, dried and evaporated to give methyl 3-(5-acetamido-2-hydroxybenzoyl)propionate (0.75 g, 59%, m.p. 145°-147°). (Found: M+, 265. C13H15NO5 requires: M, 265). Starting materials: CCc1cc(F)c([N+](=O)[O-])cc1OC(=O)OC, CO. Reaction SMILES: [C:1]([O:2][c:3]1[c:4]([CH2:13][CH3:14])[cH:5][c:6]([F:12])[c:7]([N+:9]([O-:10])=[O:11])[cH:8]1)([O:15][CH3:16])=[O:17].[CH3:18][OH:19]>>[C:1]([O:2][c:3]1[c:4]([CH2:13][CH3:14])[cH:5][c:6]([F:12])[c:7]([NH2:9])[cH:8]1)([O:15][CH3:16])=[O:17]. Yields the product CCc1cc(F)c(N)cc1OC(=O)OC. Starting materials: COC(=O)C1Cc2ccccc2N1S(=O)(=O)c1ccc(OCc2ccccc2)cc1, CCO. The product is COC(=O)C1Cc2ccccc2N1S(=O)(=O)c1ccc(O)cc1. Reaction SMILES: [CH3:1][O:2][C:3](=[O:4])[CH:5]1[N:6]([S:14](=[O:15])(=[O:16])[c:17]2[cH:18][cH:19][c:20]([O:23][CH2:24][c:25]3[cH:26][cH:27][cH:28][cH:29][cH:30]3)[cH:21][cH:22]2)[c:7]2[cH:8][cH:9][cH:10][cH:11][c:12]2[CH2:13]1.[CH3:31][CH2:32][OH:33]>>[CH3:1][O:2][C:3](=[O:4])[CH:5]1[N:6]([S:14](=[O:15])(=[O:16])[c:17]2[cH:18][cH:19][c:20]([OH:23])[cH:21][cH:22]2)[c:7]2[cH:8][cH:9][cH:10][cH:11][c:12]2[CH2:13]1. Reactants: O=C1C=CC2C(S(=O)(=O)c3ccccc3)CC1(c1ccc(F)cc1)N2Cc1ccccc1, CCOC(C)=O, CO, [OH-], [OH-], [Pd+2]. Product: O=C1CCC2C(S(=O)(=O)c3ccccc3)CC1(c1ccc(F)cc1)N2Cc1ccccc1. RXN SMILES: [CH2:1]([c:2]1[cH:3][cH:4][cH:5][cH:6][cH:7]1)[N:8]1[C:9]2([c:26]3[cH:27][cH:28][c:29]([F:32])[cH:30][cH:31]3)[C:10](=[O:25])[CH:11]=[CH:12][CH:13]1[CH:14]([S:16](=[O:17])(=[O:18])[c:19]1[cH:20][cH:21][cH:22][cH:23][cH:24]1)[CH2:15]2.[CH3:33][CH2:34][O:35][C:36](=[O:37])[CH3:38].[CH3:39][OH:40].[OH-:41].[OH-:43].[Pd+2:42]>>[CH2:1]([c:2]1[cH:3][cH:4][cH:5][cH:6][cH:7]1)[N:8]1[C:9]2([c:26]3[cH:27][cH:28][c:29]([F:32])[cH:30][cH:31]3)[C:10](=[O:25])[CH2:11][CH2:12][CH:13]1[CH:14]([S:16](=[O:17])(=[O:18])[c:19]1[cH:20][cH:21][cH:22][cH:23][cH:24]1)[CH2:15]2.